This data is from the Open Reaction Database (ORD), a public repository of structured organic reaction records. The task is: describe an organic reaction: reactants, conditions, products, and yield Reactants: CO, COc1ccc(C(=O)CN2CCCC2c2cccc(OCC3CCN(C(C)C)CC3)c2)cc1, ClCCl, N. Product: COc1ccc(C2CN3CCCC3c3cc(OCC4CCN(C(C)C)CC4)ccc32)cc1. RXN SMILES: [CH3:35][OH:36].[CH:1]([CH3:2])([CH3:3])[N:4]1[CH2:5][CH2:6][CH:7]([CH2:10][O:11][c:12]2[cH:13][c:14]([CH:18]3[N:19]([CH2:23][C:24](=[O:25])[c:26]4[cH:27][cH:28][c:29]([O:32][CH3:33])[cH:30][cH:31]4)[CH2:20][CH2:21][CH2:22]3)[cH:15][cH:16][cH:17]2)[CH2:8][CH2:9]1.[Cl:37][CH2:38][Cl:39].[NH3:34]>>[CH:1]([CH3:2])([CH3:3])[N:4]1[CH2:5][CH2:6][CH:7]([CH2:10][O:11][c:12]2[cH:13][c:14]3[c:15]([cH:16][cH:17]2)[CH:24]([c:26]2[cH:27][cH:28][c:29]([O:32][CH3:33])[cH:30][cH:31]2)[CH2:23][N:19]2[CH:18]3[CH2:22][CH2:21][CH2:20]2)[CH2:8][CH2:9]1. Reactants: C(Cl)Cl (DCM), C(C)(=O)[O-].[K+] (potassium acetate), NC=1C(=NC(=CN1)Br)C(=O)C=1C=NC=CC1 ((3-Amino-6-bromo-pyrazin-2-yl)-pyridin-3-yl-methanone), B1(OC(C(O1)(C)C)(C)C)B2OC(C(O2)(C)C)(C)C (bis(pinacolato)diboron), C(Cl)Cl (DCM), BrC=1C=C(C=CC1)S(=O)(=O)NCCOC (3-Bromo-N-(2-methoxy-ethyl)-benzenesulfonamide), C(=O)([O-])[O-].[Na+].[Na+] (Na2CO3). The reagents and catalysts are C1=CC=C(C=C1)P([C-]2C=CC=C2)C3=CC=CC=C3.C1=CC=C(C=C1)P([C-]2C=CC=C2)C3=CC=CC=C3.Cl[Pd]Cl.[Fe+2] (Pd(dppf)Cl2), C1=CC=C(C=C1)P([C-]2C=CC=C2)C3=CC=CC=C3.C1=CC=C(C=C1)P([C-]2C=CC=C2)C3=CC=CC=C3.Cl[Pd]Cl.[Fe+2] (Pd(dppf)Cl2). Solvent: CCOC(=O)C (EtOAc), COCCOC (DME), COCCOC (DME). Yields the product NC=1N=CC(=NC1C(=O)C=1C=NC=CC1)C=1C=C(C=CC1)S(=O)(=O)NCCOC (3-[5-Amino-6-(pyridine-3-carbonyl)-pyrazin-2-yl]-N-(2-methoxy-ethyl)-benzenesulfonamide). Reaction SMILES: [NH2:1][C:2]1[C:3]([C:9]([C:11]2[CH:12]=[N:13][CH:14]=[CH:15][CH:16]=2)=[O:10])=[N:4][C:5](Br)=[CH:6][N:7]=1.B1(B2OC(C)(C)C(C)(C)O2)OC(C)(C)C(C)(C)O1.C(Cl)Cl.C([O-])(=O)C.[K+].Br[C:44]1[CH:45]=[C:46]([S:50]([NH:53][CH2:54][CH2:55][O:56][CH3:57])(=[O:52])=[O:51])[CH:47]=[CH:48][CH:49]=1.C([O-])([O-])=O.[Na+].[Na+]>COCCOC.CCOC(C)=O.C1C=CC(P(C2C=CC=CC=2)[C-]2C=CC=C2)=CC=1.C1C=CC(P(C2C=CC=CC=2)[C-]2C=CC=C2)=CC=1.Cl[Pd]Cl.[Fe+2]>[NH2:1][C:2]1[N:7]=[CH:6][C:5]([C:44]2[CH:45]=[C:46]([S:50]([NH:53][CH2:54][CH2:55][O:56][CH3:57])(=[O:51])=[O:52])[CH:47]=[CH:48][CH:49]=2)=[N:4][C:3]=1[C:9]([C:11]1[CH:12]=[N:13][CH:14]=[CH:15][CH:16]=1)=[O:10] |f:3.4,6.7.8,11.12.13.14|. Procedure details: A suspension of (3-Amino-6-bromo-pyrazin-2-yl)-pyridin-3-yl-methanone (Intermediate AA) (0.05 g, 0.18 mmol), bis(pinacolato)diboron (0.05 g, 0.19 mmol), Pd(dppf)Cl2.DCM (0.015 g, 0.018 mmol) and potassium acetate (0.03 g, 0.27 mmol) in DME (4 ml) is heated at reflux for 4 hours. Pd(dppf)Cl2.DCM (7 mg, 0.009 mmol), 3-Bromo-N-(2-methoxy-ethyl)-benzenesulfonamide (Intermediate DD) (0.05 g, 0.18 mmol), 2M Na2CO3 (1 ml) and DME (3 ml) are added to the suspension, which is heated at reflux for a furth... The reactants are C(C)(C)(C)OC(=O)NC(CC(=O)O)(C)C (3-t-butoxycarbonylamino-3-methylbutanoic acid), NC1C(NC2=C(CC1)C(=CC=C2)F)=O (3-Amino-6-fluoro-2,3,4,5-tetrahydro-1H-1-benzazepin-2-one), C20H28FN3O4. Product: C(C)(C)(C)OC(=O)NC(CC(=O)NC1C(NC2=C(CC1)C(=CC=C2)F)=O)(C)C (3-t-Butoxycarbonylamino-3-methyl-N-[6-fluoro-2,3,4,5-tetrahydro-2-oxo-1H-1-benzazepin-3-yl]-butanamide). As a reaction SMILES: [C:1]([O:5][C:6]([NH:8][C:9]([CH3:15])([CH3:14])[CH2:10][C:11]([OH:13])=O)=[O:7])([CH3:4])([CH3:3])[CH3:2].[NH2:16][CH:17]1[CH2:23][CH2:22][C:21]2[C:24]([F:28])=[CH:25][CH:26]=[CH:27][C:20]=2[NH:19][C:18]1=[O:29]>>[C:1]([O:5][C:6]([NH:8][C:9]([CH3:15])([CH3:14])[CH2:10][C:11]([NH:16][CH:17]1[CH2:23][CH2:22][C:21]2[C:24]([F:28])=[CH:25][CH:26]=[CH:27][C:20]=2[NH:19][C:18]1=[O:29])=[O:13])=[O:7])([CH3:2])([CH3:3])[CH3:4]. Procedure details: Prepared from 3-t-butoxycarbonylamino-3-methylbutanoic acid (Example 31, Step E) and the amine obtained in Step F by the procedure described in Example 1, Step F. 1H NMR (300 MHz, CDCl3): 1.36 (s,6H), 1.43 (s,9H), 1.91 (m,1H), 2.4-2.8 (m,3H), 3.18 (m,2H), 4.54 (m,1H), 5.18 (br s,1H), 6.66 (d,7 Hz,1H), 6.81 (d,8 Hz,1H), 6.94 (t,8 Hz,1H), 7.18 (m,1H), 7.71 (br s,1H). FAB-MS: calculated for C20H28FN3O4 393; found 394 (M+H,26%). Starting materials: CC1=C(O)C=C(C(=C1C)O)C (2,3,5-trimethylhydroquinone), OC(CCCCC(=O)O)C1=CC=C(C=C1)OC (6-hydroxy-6-(4-methoxyphenyl)hexanoic acid). Reagents/catalysts: CC1(C2CCC1(C(=O)C2)CS(=O)(=O)O)C (D-Camphor-10-sulfonic acid). Solvent: C1(=CC=CC=C1)C (toluene). Run at temperature 70 celsius. Product: CC1=C(C(C(=C(C1=O)C)C)=O)C(CCCCC(=O)O)C1=CC=C(C=C1)OC (6-(3,5,6-trimethyl-1,4-benzoquinon-2-yl)-6-(4-methoxyphenyl)hexanoic acid). Isolated yield 68.8%. As a reaction SMILES: [CH3:1][C:2]1[C:8]([CH3:9])=[C:7]([OH:10])[C:6]([CH3:11])=[CH:5][C:3]=1[OH:4].O[CH:13]([C:21]1[CH:26]=[CH:25][C:24]([O:27][CH3:28])=[CH:23][CH:22]=1)[CH2:14][CH2:15][CH2:16][CH2:17][C:18]([OH:20])=[O:19]>CC1(C)C2(CS(O)(=O)=O)C(CC1CC2)=O.C1(C)C=CC=CC=1>[CH3:11][C:6]1[C:7](=[O:10])[C:8]([CH3:9])=[C:2]([CH3:1])[C:3](=[O:4])[C:5]=1[CH:13]([C:21]1[CH:22]=[CH:23][C:24]([O:27][CH3:28])=[CH:25][CH:26]=1)[CH2:14][CH2:15][CH2:16][CH2:17][C:18]([OH:20])=[O:19]. Procedure details: D-Camphor-10-sulfonic acid (0.1 g) was added to a toluene solution (60 ml) of 2,3,5-trimethylhydroquinone (3.1 g, 0.02 mole) and 6-hydroxy-6-(4-methoxyphenyl)hexanoic acid (5.0 g, 0.021 mole), and the mixture was heated at 70° C. for 20 hours, with stirring. The reaction solution was evaporated under reduced pressure, and tetrahydrofuran (50 ml) was added to dissolve the residue, followed by adding furthermore a 10% aqueous solution of ferric chloride and stirring at room temperature for 10 minu... Starting materials: O=C([O-])[O-], CC(C)CCBr, CC(C)=O, CCO, [K+], [K+], CCOC(=O)c1cc(=O)c2cc(O)ccc2s1. Product: CCOC(=O)c1cc(=O)c2cc(OCCC(C)C)ccc2s1. RXN SMILES: [C:24](=[O:25])([O-:26])[O-:27].[CH2:18]([CH2:19][CH:20]([CH3:21])[CH3:22])[Br:23].[CH3:30][C:31](=[O:32])[CH3:33].[CH3:34][CH2:35][OH:36].[K+:28].[K+:29].[OH:1][c:2]1[cH:3][c:4]2[c:5](=[O:17])[cH:6][c:7]([C:12](=[O:13])[O:14][CH2:15][CH3:16])[s:8][c:9]2[cH:10][cH:11]1>>[O:1]([c:2]1[cH:3][c:4]2[c:5](=[O:17])[cH:6][c:7]([C:12](=[O:13])[O:14][CH2:15][CH3:16])[s:8][c:9]2[cH:10][cH:11]1)[CH2:18][CH2:19][CH:20]([CH3:21])[CH3:22].